This data is from the Open Reaction Database (ORD), a public repository of structured organic reaction records. The task is: describe an organic reaction: reactants, conditions, products, and yield Starting materials: Cl.C(C)OC([C@@H](N)CC1=CC=CC=C1)=O (L-phenylalanine ethyl ester hydrochloride), ClC1=NC(=NC(=N1)Cl)N(CCCCCC)CCCCCC (2,4-dichloro-6-dihexylamino-1,3,5-triazine), C([O-])([O-])=O.[Na+].[Na+] (sodium carbonate). Run in C(C)#N (acetonitrile), C(C)(=O)OCC (ethyl acetate), O (water). Yields the product C(C)OC([C@@H](NC1=NC(=NC(=N1)Cl)N(CCCCCC)CCCCCC)CC1=CC=CC=C1)=O (N-{4-chloro-6-(N,N-dihexylamino)-1,3,5-triazin-2-yl}phenylalanine ethyl ester). RXN SMILES: Cl.[CH2:2]([O:4][C:5](=[O:15])[C@H:6]([CH2:8][C:9]1[CH:14]=[CH:13][CH:12]=[CH:11][CH:10]=1)[NH2:7])[CH3:3].[Cl:16][C:17]1[N:22]=[C:21](Cl)[N:20]=[C:19]([N:24]([CH2:31][CH2:32][CH2:33][CH2:34][CH2:35][CH3:36])[CH2:25][CH2:26][CH2:27][CH2:28][CH2:29][CH3:30])[N:18]=1.C(=O)([O-])[O-].[Na+].[Na+]>C(#N)C.C(OCC)(=O)C.O>[CH2:2]([O:4][C:5](=[O:15])[C@H:6]([CH2:8][C:9]1[CH:14]=[CH:13][CH:12]=[CH:11][CH:10]=1)[NH:7][C:21]1[N:22]=[C:17]([Cl:16])[N:18]=[C:19]([N:24]([CH2:31][CH2:32][CH2:33][CH2:34][CH2:35][CH3:36])[CH2:25][CH2:26][CH2:27][CH2:28][CH2:29][CH3:30])[N:20]=1)[CH3:3] |f:0.1,3.4.5|. Procedure details: L-phenylalanine ethyl ester hydrochloride (1.0 g, 4.4 mmol) was added to a mixture of 2,4-dichloro-6-dihexylamino-1,3,5-triazine (1.5 g, 4.5 mmol) and sodium carbonate (0.92 g, 8.7 mmol) in acetonitrile (40 mL). The reaction mixture was heated to reflux for 16 h and then allowed to col to ambient temperature. The mixture was diluted with ethyl acetate and water. The phases were separated and the organic phase was washed with brine, dried over magnesium sulfate, and concentrated under reduced pre... The reactants are O=CCOCc1ccccc1, C=C(O[Si](C)(C)C)SCC, CO, Cc1ccccc1, Cl. The product is CCSC(=O)CC(O)COCc1ccccc1. As a reaction SMILES: [CH2:11]([c:12]1[cH:13][cH:14][cH:15][cH:16][cH:17]1)[O:18][CH2:19][CH:20]=[O:21].[CH2:1]([CH3:2])[S:3][C:4](=[CH2:5])[O:6][Si:7]([CH3:8])([CH3:9])[CH3:10].[CH3:22][OH:23].[CH3:25][c:26]1[cH:27][cH:28][cH:29][cH:30][cH:31]1.[ClH:24]>>[CH2:1]([CH3:2])[S:3][C:4](=[O:5])[CH2:6][CH:20]([CH2:19][O:18][CH2:11][c:12]1[cH:13][cH:14][cH:15][cH:16][cH:17]1)[OH:21]. Reactants: ClC(Cl)(Cl)Cl, [Li]CCCC, CCOP(=O)(Cc1ccc(Cl)cc1)OCC, CCOC(=O)C1C(C=O)C1(C)C, C1CCOC1, O. The product is CCOC(=O)C1C(C=C(Cl)c2ccc(Cl)cc2)C1(C)C. Reaction SMILES: [C:22]([Cl:23])([Cl:24])([Cl:25])[Cl:26].[CH2:17]([Li:18])[CH2:19][CH2:20][CH3:21].[CH2:1]([O:2][P:3](=[O:4])([O:5][CH2:6][CH3:7])[CH2:9][c:10]1[cH:11][cH:12][c:13]([Cl:16])[cH:14][cH:15]1)[CH3:8].[CH2:27]([CH3:28])[O:29][C:30](=[O:31])[CH:32]1[C:33]([CH3:37])([CH3:38])[CH:34]1[CH:35]=[O:36].[O:39]1[CH2:40][CH2:41][CH2:42][CH2:43]1.[OH2:44]>>[C:9]([c:10]1[cH:11][cH:12][c:13]([Cl:16])[cH:14][cH:15]1)([Cl:23])=[CH:35][CH:34]1[CH:32]([C:30]([O:29][CH2:27][CH3:28])=[O:31])[C:33]1([CH3:37])[CH3:38].